Dataset: the Open Reaction Database (ORD), a public repository of structured organic reaction records. Task: describe an organic reaction: reactants, conditions, products, and yield Reactants: Fc1cccc(Br)c1F, [Li]CCCC, C=CC(OCC(=O)N(C)OC)C(F)(F)F, CCCCCC, CCOCC, [Cl-], [NH4+], [Na+], O=C([O-])O. The product is C=CC(OCC(=O)c1cccc(F)c1F)C(F)(F)F. Reaction SMILES: [Br:6][c:7]1[c:8]([F:14])[c:9]([F:13])[cH:10][cH:11][cH:12]1.[CH2:1]([Li:2])[CH2:3][CH2:4][CH3:5].[CH3:15][O:16][N:17]([C:18]([CH2:19][O:20][CH:21]([C:22]([F:23])([F:24])[F:25])[CH:26]=[CH2:27])=[O:28])[CH3:29].[CH3:37][CH2:38][CH2:39][CH2:40][CH2:41][CH3:42].[CH3:43][CH2:44][O:45][CH2:46][CH3:47].[Cl-:30].[NH4+:31].[Na+:36].[O-:32][C:33]([OH:34])=[O:35]>>[c:7]1([C:18]([CH2:19][O:20][CH:21]([C:22]([F:23])([F:24])[F:25])[CH:26]=[CH2:27])=[O:28])[c:8]([F:14])[c:9]([F:13])[cH:10][cH:11][cH:12]1. Product: COC(=O)c1ncc(C(=O)NCc2ccc(F)cc2)c(OCc2ccccc2)c1OC. Reaction SMILES: [CH2:1]([c:2]1[cH:3][cH:4][cH:5][cH:6][cH:7]1)[O:8][c:9]1[c:10]([O:28][CH3:29])[c:11]([CH:26]=[O:27])[n:12][cH:13][c:14]1[C:15](=[O:16])[NH:17][CH2:18][c:19]1[cH:20][cH:21][c:22]([F:25])[cH:23][cH:24]1.[CH3:38][OH:39].[I:32].[K+:31].[Na+:37].[OH-:30].[OH2:40].[S:33]([O-:34])([OH:35])=[O:36]>>[CH2:1]([c:2]1[cH:3][cH:4][cH:5][cH:6][cH:7]1)[O:8][c:9]1[c:10]([O:28][CH3:29])[c:11]([C:26](=[O:27])[O:30][CH3:38])[n:12][cH:13][c:14]1[C:15](=[O:16])[NH:17][CH2:18][c:19]1[cH:20][cH:21][c:22]([F:25])[cH:23][cH:24]1. The reactants are COc1c(C=O)ncc(C(=O)NCc2ccc(F)cc2)c1OCc1ccccc1, CO, I, [K+], [Na+], [OH-], O, O=S([O-])O. The reactants are Cn1cc2ccc(NC(=O)c3c(F)cccc3NCc3ccnc(Br)c3)cc2n1, O=C([O-])[O-], CN(C)C(N)=O, [Cs+], [Cs+], CN(C)C=O, C1COCCO1. The product is CN(C)C(=O)Nc1cc(CNc2cccc(F)c2C(=O)Nc2ccc3cn(C)nc3c2)ccn1. As a reaction SMILES: [Br:1][c:2]1[n:3][cH:4][cH:5][c:6]([CH2:8][NH:9][c:10]2[c:11]([C:12](=[O:13])[NH:14][c:15]3[cH:16][cH:17][c:18]4[cH:19][n:20]([CH3:24])[n:21][c:22]4[cH:23]3)[c:25]([F:29])[cH:26][cH:27][cH:28]2)[cH:7]1.[C:35](=[O:36])([O-:37])[O-:38].[CH3:41][N:42]([C:43](=[O:44])[NH2:45])[CH3:46].[Cs+:39].[Cs+:40].[O:30]=[CH:31][N:32]([CH3:33])[CH3:34].[O:47]1[CH2:48][CH2:49][O:50][CH2:51][CH2:52]1>>[c:2]1([NH:45][C:43]([N:42]([CH3:41])[CH3:46])=[O:44])[n:3][cH:4][cH:5][c:6]([CH2:8][NH:9][c:10]2[c:11]([C:12](=[O:13])[NH:14][c:15]3[cH:16][cH:17][c:18]4[cH:19][n:20]([CH3:24])[n:21][c:22]4[cH:23]3)[c:25]([F:29])[cH:26][cH:27][cH:28]2)[cH:7]1. The reactants are S(=O)(=O)(C1=CC=C(C)C=C1)Cl (tosyl chloride), C(COCCOCCOCCOCCOCCO)O (Hexaethyleneglycol), [I-].[K+] (potassium iodide). Reagents/catalysts: [Ag]=O (silver oxide). The solvent is C(Cl)Cl (CH2Cl2). Conditions: time 1 hour. The product is OCCOCCOCCOCCOCCOCCOS(=O)(=O)C1=CC=CC=C1 (Benzenesulfonic acid 2-[2-(2-{2-[2-(2-hydroxy-ethoxy)-ethoxy]-ethoxy}-ethoxy)-ethoxy]-ethyl ester). Yield: 89.7%. As a reaction SMILES: [CH2:1]([OH:19])[CH2:2][O:3][CH2:4][CH2:5][O:6][CH2:7][CH2:8][O:9][CH2:10][CH2:11][O:12][CH2:13][CH2:14][O:15][CH2:16][CH2:17][OH:18].[S:20](Cl)([C:23]1[CH:29]=[CH:28][C:26](C)=[CH:25][CH:24]=1)(=[O:22])=[O:21].[I-].[K+]>C(Cl)Cl.[Ag]=O>[OH:18][CH2:17][CH2:16][O:15][CH2:14][CH2:13][O:12][CH2:11][CH2:10][O:9][CH2:8][CH2:7][O:6][CH2:5][CH2:4][O:3][CH2:2][CH2:1][O:19][S:20]([C:23]1[CH:29]=[CH:28][CH:26]=[CH:25][CH:24]=1)(=[O:22])=[O:21] |f:2.3|. Procedure: Hexaethyleneglycol (11) (2.82 g, 10 mmol, 1 equiv.) was dissolved in CH2Cl2 (100 mL) under a N2 atmosphere, and silver oxide (3.48 g, 15 mmol, 1.5 equiv.) added followed by tosyl chloride (2.10 g, 11 mmol, 1.1 equiv.) and potassium iodide (332 mg, 2 mmol, 0.2 mmol). The solution was stirred at rt for 1 h then concentrated and filtered through celite eluting with ethyl acetate. The filtrate was concentrated in vacuo to give a pale yellow oil which was purified by column chromatography on silica (... Starting materials: BrC=1C(=CC(=C(C1)N1C(C=CC2=CC(=CC=C12)S(=O)(=O)NC1=NOC=C1)=O)OC)Cl (1-(5-Bromo-4-chloro-2-methoxyphenyl)-N-(isoxazol-3-yl)-2-oxo-1,2-dihydroquinoline-6-sulfonamide), [Cl-].[NH4+] (ammonium chloride), ClC=1C=C(C=C(C1)F)B(O)O ((3-chloro-5-fluorophenyl)boronic acid), C([O-])([O-])=O.[K+].[K+] (potassium carbonate). Reagents/catalysts: C=1C=CC(=CC1)[P](C=2C=CC=CC2)(C=3C=CC=CC3)[Pd]([P](C=4C=CC=CC4)(C=5C=CC=CC5)C=6C=CC=CC6)([P](C=7C=CC=CC7)(C=8C=CC=CC8)C=9C=CC=CC9)[P](C=1C=CC=CC1)(C=1C=CC=CC1)C=1C=CC=CC1 (Pd(PPh3)4). Run in O1CCOCC1 (1,4-dioxane), O (water). Reaction conditions: temperature 90 celsius. The product is ClC=1C=C(C=C(C1)F)C1=CC(=C(C=C1Cl)OC)N1C(C=CC2=CC(=CC=C12)S(=O)(=O)NC1=NOC=C1)=O (1-(3′,6-dichloro-5′-fluoro-4-methoxy-[1,1′-biphenyl]-3-yl)-N-(isoxazol-3-yl)-2-oxo-1,2-dihydroquinoline-6-sulfonamide). Isolated yield 64.8%. RXN SMILES: Br[C:2]1[C:3]([Cl:30])=[CH:4][C:5]([O:28][CH3:29])=[C:6]([N:8]2[C:17]3[C:12](=[CH:13][C:14]([S:18]([NH:21][C:22]4[CH:26]=[CH:25][O:24][N:23]=4)(=[O:20])=[O:19])=[CH:15][CH:16]=3)[CH:11]=[CH:10][C:9]2=[O:27])[CH:7]=1.[Cl:31][C:32]1[CH:33]=[C:34](B(O)O)[CH:35]=[C:36]([F:38])[CH:37]=1.C(=O)([O-])[O-].[K+].[K+].[Cl-].[NH4+]>O1CCOCC1.O.C1C=CC([P]([Pd]([P](C2C=CC=CC=2)(C2C=CC=CC=2)C2C=CC=CC=2)([P](C2C=CC=CC=2)(C2C=CC=CC=2)C2C=CC=CC=2)[P](C2C=CC=CC=2)(C2C=CC=CC=2)C2C=CC=CC=2)(C2C=CC=CC=2)C2C=CC=CC=2)=CC=1>[Cl:31][C:32]1[CH:33]=[C:34]([C:2]2[C:3]([Cl:30])=[CH:4][C:5]([O:28][CH3:29])=[C:6]([N:8]3[C:17]4[C:12](=[CH:13][C:14]([S:18]([NH:21][C:22]5[CH:26]=[CH:25][O:24][N:23]=5)(=[O:20])=[O:19])=[CH:15][CH:16]=4)[CH:11]=[CH:10][C:9]3=[O:27])[CH:7]=2)[CH:35]=[C:36]([F:38])[CH:37]=1 |f:2.3.4,5.6,^1:60,62,81,100|. Procedure: 1-(5-Bromo-4-chloro-2-methoxyphenyl)-N-(isoxazol-3-yl)-2-oxo-1,2-dihydroquinoline-6-sulfonamide (0.484 g, 0.948 mmol), (3-chloro-5-fluorophenyl)boronic acid (0.248 g, 1.421 mmol), potassium carbonate (0.393 g, 2.84 mmol), and Pd(PPh3)4 (0.110 g, 0.095 mmol) were combined in 1,4-dioxane (3.55 ml) and water (1.185 ml). The reaction was heated to 90° C. for 2 h. The reaction was cooled to RT and sat. aq. ammonium chloride was added. The organics were extracted (×3) with DCM, dried via phase separat... Starting materials: ClC1=NC=CC(=N1)N (2-chloro-4-pyrimidinamine), CCN(C(C)C)C(C)C (Hunig's base), BrC1=C(C=NC2=CC=C(N=C12)OC)N (4-bromo-6-(methyloxy)-1,5-naphthyridin-3-amine). Solvent: CN(C=O)C (N,N-dimethylformamide). Reaction conditions: temperature 220 celsius. The product is C[C@@H]1N(CCN(C1)C)C1=NC=CC(=N1)N (2-[(2S)-2,4-dimethyl-1-piperazinyl]-4-pyrimidinamine). The yield is 27.5%. As a reaction SMILES: Cl[C:2]1[N:7]=[C:6]([NH2:8])[CH:5]=[CH:4][N:3]=1.CCN(C(C)C)C(C)C.Br[C:19]1[C:28]2[C:23](=C[CH:25]=[C:26](OC)[N:27]=2)[N:22]=[CH:21]C=1N>CN(C)C=O>[CH3:19][C@H:28]1[CH2:23][N:22]([CH3:21])[CH2:25][CH2:26][N:27]1[C:2]1[N:7]=[C:6]([NH2:8])[CH:5]=[CH:4][N:3]=1. Procedure details: A mixture of 2-chloro-4-pyrimidinamine (200 mg, 1.544 mmol), Hunig's base (1348 μl, 7.72 mmol) and (3S)-1,3-dimethylpiperazine (Ref.: WO2009061879 (A1)) (318 mg, 1.698 mmol) in N,N-dimethylformamide (DMF) (1.7 ml) was heated to 220° C. via a microwave reactor for 15 min. The reaction mixture was purified by RP-HPLC to yield 2-[(2S)-2,4-dimethyl-1-piperazinyl]-4-pyrimidinamine (88 mg, 0.425 mmol, 28% yield). MS (ES+) m/z 208.0 (MH+). Starting materials: [N+](=O)([O-])C[C@@H]1CC(CCC1)=O ((3S)-3-(nitromethyl)cyclohexanone), C(CO)O (ethylene glycol), Cl (HCl). Solvent: C1CCOC1 (THF). Run at time 18 hour. Product: [N+](=O)([O-])C[C@@H]1CC(CCC1)=O ((S)-3-(nitromethyl)cyclohexanone), [N+](=O)([O-])C[C@@H]1CC2(OCCO2)CCC1 ((S)-7-(nitromethyl)-1,4-dioxaspiro[4.5]decane). Yield: 67.0%. Reaction SMILES: [N+:1]([CH2:4][C@H:5]1[CH2:10][CH2:9][CH2:8][C:7](=[O:11])[CH2:6]1)([O-:3])=[O:2].[CH2:12]([OH:15])[CH2:13][OH:14].Cl>C1COCC1>[N+:1]([CH2:4][C@H:5]1[CH2:10][CH2:9][CH2:8][C:7](=[O:11])[CH2:6]1)([O-:3])=[O:2].[N+:1]([CH2:4][C@H:5]1[CH2:10][CH2:9][CH2:8][C:7]2([O:15][CH2:12][CH2:13][O:14]2)[CH2:6]1)([O-:3])=[O:2]. Reported procedure: (S)-3-(nitromethyl)cyclohexanone was synthesized according to the general procedure found in Mei, K.; et al Org. Lett. 2009, 11, 2864-2867. A rt solution containing (3S)-3-(nitromethyl)cyclohexanone (64.6 g, 411 mmol) and ethylene glycol (68.8 mL, 1233 mmol) in THF (741 mL) was treated with HCl (12.5 mL, 411 mmol) under nitrogen. After stirring for 18 h the reaction mixture was concentrated. The residue was dissolved in Et2O and washed with water and saturated aqueous sodium bicarbonate. The com...